From a dataset of the Open Reaction Database (ORD), a public repository of structured organic reaction records. describe an organic reaction: reactants, conditions, products, and yield The reactants are O=C([O-])[O-], Cc1ccccc1, CC(C)N, COC(=O)c1cc(Cl)nc(Cl)c1, [Cs+], [Cs+], CC(=O)[O-], CC(=O)[O-], [Pd+2], c1ccc(P(c2ccccc2)c2ccc3ccccc3c2-c2c(P(c3ccccc3)c3ccccc3)ccc3ccccc23)cc1. The product is COC(=O)c1cc(Cl)nc(NC(C)C)c1. Reaction SMILES: [C:17](=[O:18])([O-:19])[O-:20].[CH3:69][c:70]1[cH:71][cH:72][cH:73][cH:74][cH:75]1.[CH:13]([CH3:14])([CH3:15])[NH2:16].[Cl:1][c:2]1[cH:3][c:4]([C:5](=[O:6])[O:7][CH3:8])[cH:9][c:10]([Cl:12])[n:11]1.[Cs+:21].[Cs+:22].[O-:77][C:78]([CH3:79])=[O:80].[O-:81][C:82]([CH3:83])=[O:84].[Pd+2:76].[cH:23]1[cH:24][cH:25][c:26]([P:27]([c:28]2[cH:29][cH:30][c:31]3[c:32]([cH:33][cH:34][cH:35][cH:36]3)[c:37]2-[c:38]2[c:39]3[c:40]([cH:41][cH:42][cH:43][cH:44]3)[cH:45][cH:46][c:47]2[P:48]([c:49]2[cH:50][cH:51][cH:52][cH:53][cH:54]2)[c:55]2[cH:56][cH:57][cH:58][cH:59][cH:60]2)[c:61]2[cH:62][cH:63][cH:64][cH:65][cH:66]2)[cH:67][cH:68]1>>[c:2]1([NH:16][CH:13]([CH3:14])[CH3:15])[cH:3][c:4]([C:5](=[O:6])[O:7][CH3:8])[cH:9][c:10]([Cl:12])[n:11]1. The reactants are ClC1=NC=CC(=N1)C1=C(N=C(S1)C1(CCN(CC1)C(=O)OC(C)(C)C)C)C1=C(C(=CC=C1)NS(=O)(=O)C1=COC=C1)F (1,1-dimethylethyl 4-(5-(2-chloro-4-pyrimidinyl)-4-{2-fluoro-3-[(3-furanylsulfonyl)amino]phenyl}-1,3-thiazol-2-yl)-4-methyl-1-piperidinecarboxylate), [OH-].[NH4+] (ammonium hydroxide). Conditions: temperature 90 celsius. The product is NC1=NC=CC(=N1)C1=C(N=C(S1)C1(CCN(CC1)C(=O)OC(C)(C)C)C)C1=C(C(=CC=C1)NS(=O)(=O)C1=COC=C1)F (1,1-dimethylethyl 4-(5-(2-amino-4-pyrimidinyl)-4-{2-fluoro-3-[(3-furanylsulfonyl)amino]phenyl}-1,3-thiazol-2-yl)-4-methyl-1-piperidinecarboxylate). RXN SMILES: Cl[C:2]1[N:7]=[C:6]([C:8]2[S:12][C:11]([C:13]3([CH3:26])[CH2:18][CH2:17][N:16]([C:19]([O:21][C:22]([CH3:25])([CH3:24])[CH3:23])=[O:20])[CH2:15][CH2:14]3)=[N:10][C:9]=2[C:27]2[CH:32]=[CH:31][CH:30]=[C:29]([NH:33][S:34]([C:37]3[CH:41]=[CH:40][O:39][CH:38]=3)(=[O:36])=[O:35])[C:28]=2[F:42])[CH:5]=[CH:4][N:3]=1.[OH-].[NH4+:44]>>[NH2:44][C:2]1[N:7]=[C:6]([C:8]2[S:12][C:11]([C:13]3([CH3:26])[CH2:18][CH2:17][N:16]([C:19]([O:21][C:22]([CH3:25])([CH3:24])[CH3:23])=[O:20])[CH2:15][CH2:14]3)=[N:10][C:9]=2[C:27]2[CH:32]=[CH:31][CH:30]=[C:29]([NH:33][S:34]([C:37]3[CH:41]=[CH:40][O:39][CH:38]=3)(=[O:36])=[O:35])[C:28]=2[F:42])[CH:5]=[CH:4][N:3]=1 |f:1.2|. Procedure: A suspension of 1,1-dimethylethyl 4-(5-(2-chloro-4-pyrimidinyl)-4-{2-fluoro-3-[(3-furanylsulfonyl)amino]phenyl}-1,3-thiazol-2-yl)-4-methyl-1-piperidinecarboxylate (65 mg, 0.103 mmol) in ammonium hydroxide solution (28%, 2 mL, 51.4 mmol) sealed in a 5-mL microwave tube was heated at 90° C. for 3 h under the microwave conditions. The mixture was concentrated and dried under high vacuum to the title compound (64 mg). MS (ESI): 558.6 [M+1-56]+.